From a dataset of the Open Reaction Database (ORD), a public repository of structured organic reaction records. describe an organic reaction: reactants, conditions, products, and yield Reactants: CO, COC(=O)c1nc(C)c(-c2ccncc2)s1, O. The product is Cc1nc(C(=O)O)sc1-c1ccncc1. As a reaction SMILES: [CH3:17][OH:18].[CH3:1][c:2]1[n:3][c:4]([C:13](=[O:14])[O:15][CH3:16])[s:5][c:6]1-[c:7]1[cH:8][cH:9][n:10][cH:11][cH:12]1.[OH2:19]>>[CH3:1][c:2]1[n:3][c:4]([C:13](=[O:14])[OH:15])[s:5][c:6]1-[c:7]1[cH:8][cH:9][n:10][cH:11][cH:12]1.